This data is from the Open Reaction Database (ORD), a public repository of structured organic reaction records. The task is: describe an organic reaction: reactants, conditions, products, and yield Reactants: CCc1nc2c(cnn2CC)c(NC2CCOCC2)c1CNC(=O)CCCC(=O)NCc1ccc(F)c(-c2cccc(C=O)c2)c1, CC1CNCC(C)N1, CS(C)=O. Product: CCc1nc2c(cnn2CC)c(NC2CCOCC2)c1CNC(=O)CCCC(=O)NCc1ccc(F)c(-c2cccc(CN3CC(C)NC(C)C3)c2)c1. Reaction SMILES: [CH2:1]([CH3:2])[n:3]1[n:4][cH:5][c:6]2[c:7]1[n:8][c:9]([CH2:45][CH3:46])[c:10]([CH2:19][NH:20][C:21]([CH2:22][CH2:23][CH2:24][C:25](=[O:26])[NH:27][CH2:28][c:29]1[cH:30][c:31](-[c:36]3[cH:37][c:38]([CH:42]=[O:43])[cH:39][cH:40][cH:41]3)[c:32]([F:35])[cH:33][cH:34]1)=[O:44])[c:11]2[NH:12][CH:13]1[CH2:14][CH2:15][O:16][CH2:17][CH2:18]1.[CH3:47][CH:48]1[NH:49][CH:50]([CH3:54])[CH2:51][NH:52][CH2:53]1.[CH3:55][S:56]([CH3:57])=[O:58]>>[CH2:1]([CH3:2])[n:3]1[n:4][cH:5][c:6]2[c:7]1[n:8][c:9]([CH2:45][CH3:46])[c:10]([CH2:19][NH:20][C:21]([CH2:22][CH2:23][CH2:24][C:25](=[O:26])[NH:27][CH2:28][c:29]1[cH:30][c:31](-[c:36]3[cH:37][c:38]([CH2:42][N:52]4[CH2:51][CH:50]([CH3:54])[NH:49][CH:48]([CH3:47])[CH2:53]4)[cH:39][cH:40][cH:41]3)[c:32]([F:35])[cH:33][cH:34]1)=[O:44])[c:11]2[NH:12][CH:13]1[CH2:14][CH2:15][O:16][CH2:17][CH2:18]1. Starting materials: [BH4-].[Na+] (sodium borohydride), Cl (hydrochloric acid), C([O-])(O)=O.[Na+] (sodium bicarbonate), CC=1C(=NC=C(C(=O)O)C1)N1N=CC=C1 (5-methyl-6-(1H-pyrazol-1-yl)nicotinic acid), C(=O)(N1C=NC=C1)N1C=NC=C1 (1,1′-carbonyldiimidazole). Solvent: O (water), C1CCOC1 (THF). Reaction conditions: time 14 hour. Product: CC=1C=C(C=NC1N1N=CC=C1)CO ((5-methyl-6-(1H-pyrazol-1-yl)pyridin-3-yl)methanol). Isolated yield 57.7%. As a reaction SMILES: [CH3:1][C:2]1[C:3]([N:11]2[CH:15]=[CH:14][CH:13]=[N:12]2)=[N:4][CH:5]=[C:6]([CH:10]=1)[C:7](O)=[O:8].C(N1C=CN=C1)(N1C=CN=C1)=O.[BH4-].[Na+].Cl.C(=O)(O)[O-].[Na+]>C1COCC1.O>[CH3:1][C:2]1[CH:10]=[C:6]([CH2:7][OH:8])[CH:5]=[N:4][C:3]=1[N:11]1[CH:15]=[CH:14][CH:13]=[N:12]1 |f:2.3,5.6|. Reported procedure: To a solution of 5-methyl-6-(1H-pyrazol-1-yl)nicotinic acid (2.20 g, 10.8 mmol, Step-2) in THF (50 mL) is added 1,1′-carbonyldiimidazole (2.63 g, 16.2 mmol). After stirring at rt for 14 hours, the mixture is cooled to 0° C., and a solution of sodium borohydride (2.05 g, 54.1 mmol) in cold water (15 mL) is slowly added. After stirring at 0° C. for 15 min, 2 M hydrochloric acid (25 mL) is added carefully. The resulting mixture is poured onto saturated aqueous sodium bicarbonate solution (200 mL), ... Starting materials: FC1=C(CN=[N+]=[N-])C(=CC=C1)F (2,6-Difluorobenzyl azide), C(C#C)(=O)O (propiolic acid), O=C1C(O)=C(O)[C@H](O1)[C@@H](O)CO (ascorbic acid), solution, solution, mixture. Reagents/catalysts: [O-]S(=O)(=O)[O-].[Cu+2] (CuSO4). Solvent: O.CC(C)(C)O (H2O tBuOH). Run at time 2 hour. The product is FC1=C(CN2N=NC(=C2)C(=O)O)C(=CC=C1)F (1-(2,6-Difluorobenzyl)-1H-1,2,3-triazole-4-carboxylic acid). Reaction SMILES: [F:1][C:2]1[CH:11]=[CH:10][CH:9]=[C:8]([F:12])[C:3]=1[CH2:4][N:5]=[N+:6]=[N-:7].[C:13]([OH:17])(=[O:16])[C:14]#[CH:15].O=C1O[C@H]([C@H](CO)O)C(O)=C1O>[O-]S([O-])(=O)=O.[Cu+2].O.CC(O)(C)C>[F:1][C:2]1[CH:11]=[CH:10][CH:9]=[C:8]([F:12])[C:3]=1[CH2:4][N:5]1[CH:15]=[C:14]([C:13]([OH:17])=[O:16])[N:7]=[N:6]1 |f:3.4,5.6|. Procedure details: 2,6-Difluorobenzyl azide (III) (3.5 g, 20.7 mmoles) is suspended in a H2O-tBuOH 1:1 mixture (80 ml), then propiolic acid (1.59 g, 22.8 mmoles), an ascorbic acid 1M solution (2.1 ml) and a CuSO4 0.3 M solution (0.7 ml) are added thereto. The reaction mixture is kept at 40° C., under stirring and is completed after 2 h. The mixture is left to cool at room temperature thereby precipitating the product. The solid is filtered off on a Buchner filter, washed with ethyl ether and dried under vacuum. Reactants: COCN(Cc1ccccc1)C[Si](C)(C)C, ClCCl, N#N, O=C1C=CC(=O)N1, O=C(O)C(F)(F)F. The product is O=C1NC(=O)C2CN(Cc3ccccc3)CC12. RXN SMILES: [CH2:17]([c:18]1[cH:19][cH:20][cH:21][cH:22][cH:23]1)[N:24]([CH2:25][Si:28]([CH3:29])([CH3:31])[CH3:32])[CH2:30][O:26][CH3:27].[Cl:33][CH2:34][Cl:35].[N:8]#[N:9].[O:1]=[C:2]1[NH:3][C:4](=[O:5])[CH:6]=[CH:7]1.[OH:10][C:11]([C:12]([F:13])([F:14])[F:15])=[O:16]>>[O:1]=[C:2]1[NH:3][C:4](=[O:5])[CH:6]2[CH:7]1[CH2:30][N:24]([CH2:17][c:18]1[cH:19][cH:20][cH:21][cH:22][cH:23]1)[CH2:25]2. Starting materials: FC1=C(OC=2C=CC=3N(C2)C=C(N3)NC(=O)C3CC3)C=CC(=C1)[N+](=O)[O-] (N-[6-(2-fluoro-4-nitrophenoxy)imidazo[1,2-a]pyridin-2-yl]cyclopropanecarboxamide), CO (methanol), iron chloride•hexahydrate, hydrazine•monohydrate. The solvent is O1CCCC1 (tetrahydrofuran). Conditions: temperature 40 celsius. Yields the product NC1=CC(=C(OC=2C=CC=3N(C2)C=C(N3)NC(=O)C3CC3)C=C1)F (N-[6-(4-amino-2-fluorophenoxy)imidazo[1,2-a]pyridin-2-yl]cyclopropanecarboxamide). Yield: 91.6%. RXN SMILES: [F:1][C:2]1[CH:23]=[C:22]([N+:24]([O-])=O)[CH:21]=[CH:20][C:3]=1[O:4][C:5]1[CH:6]=[CH:7][C:8]2[N:9]([CH:11]=[C:12]([NH:14][C:15]([CH:17]3[CH2:19][CH2:18]3)=[O:16])[N:13]=2)[CH:10]=1.CO>O1CCCC1>[NH2:24][C:22]1[CH:21]=[CH:20][C:3]([O:4][C:5]2[CH:6]=[CH:7][C:8]3[N:9]([CH:11]=[C:12]([NH:14][C:15]([CH:17]4[CH2:19][CH2:18]4)=[O:16])[N:13]=3)[CH:10]=2)=[C:2]([F:1])[CH:23]=1. Procedure: To a suspension of N-[6-(2-fluoro-4-nitrophenoxy)imidazo[1,2-a]pyridin-2-yl]cyclopropanecarboxamide (10 g, 28.1 mmol) in tetrahydrofuran (80 mL)/methanol (80 mL) were added iron chloride•hexahydrate (0.5 g), hydrazine•monohydrate (8.2 mL, 168 mmol) and activated carbon (1.0 g), and the mixture was heated under reflux for 16 hr. After cooling to 40° C., the mixture was filtered through celite and washed with methanol. The solvent of the filtrate was evaporated under reduced pressure, and the prec... The reactants are COC(=O)C1CSCC1=O (methyl 4-oxo-2,3,5-trihydrothiophene-3-carboxylate), NO (hydroxylamine), N (ammonia). Yields the product NC=1C(=CSC1)C(=O)OC (methyl 4-aminothiophene-3-carboxylate). RXN SMILES: [CH3:1][O:2][C:3]([CH:5]1[C:9](=O)[CH2:8][S:7][CH2:6]1)=[O:4].[NH2:11]O.N>>[NH2:11][C:9]1[C:5]([C:3]([O:2][CH3:1])=[O:4])=[CH:6][S:7][CH:8]=1. Procedure details: Diazotization of methyl 4-aminothiophene-3-carboxylate with sodium nitrite followed by treatment with dimethylamine provides methyl 4-[(dimethylamino)diazenyl]thiophene-3-carboxylate. Treatment of the ester with ammonia gave the required 4-[dimethylamino)diazenyl]thiophene-3-carboxamide (compd. No. 13). The methyl 4-aminothiophene-3-carboxylate is produced using known procedures in the prior art (33, 34, 35). Thus addition of methyl acrylate to methyl thioglycolate provided methyl 3-[(methoxycar... Starting materials: CNC(=S)SCCC(=O)N1CCCC1C(=O)OC(C)(C)C, COc1ccccc1, O=C(O)C(F)(F)F. Product: CNC(=S)SCCC(=O)N1CCCC1C(=O)O. Reaction SMILES: [C:1]([CH3:2])([CH3:3])([CH3:4])[O:5][C:6]([CH:7]1[N:8]([C:12]([CH2:13][CH2:14][S:15][C:16](=[S:17])[NH:18][CH3:19])=[O:20])[CH2:9][CH2:10][CH2:11]1)=[O:21].[CH3:22][O:23][c:24]1[cH:25][cH:26][cH:27][cH:28][cH:29]1.[OH:30][C:31]([C:32]([F:33])([F:34])[F:35])=[O:36]>>[O:5]=[C:6]([CH:7]1[N:8]([C:12]([CH2:13][CH2:14][S:15][C:16](=[S:17])[NH:18][CH3:19])=[O:20])[CH2:9][CH2:10][CH2:11]1)[OH:21].